This data is from the Open Reaction Database (ORD), a public repository of structured organic reaction records. The task is: describe an organic reaction: reactants, conditions, products, and yield Starting materials: ClC1=C2C(N(C(=NC2=CC=C1)CCl)C1=C(C=CC=C1)F)=O (5-Chloro-2-chloromethyl-3-(2-fluorophenyl)-3H-quinazolin-4-one), N1=CN=C2N=CNC2=C1N (adenine), C(=O)([O-])[O-].[K+].[K+] (K2CO3). Run in CN(C)C=O (DMF). Product: NC1=C2N=CN(C2=NC=N1)CC1=NC2=CC=CC(=C2C(N1C1=C(C=CC=C1)F)=O)Cl (2-(6-Aminopurin-9-ylmethyl)-5-chloro-3-(2-fluorophenyl)-3H-quinazolin-4-one). Isolated yield 50.0%. RXN SMILES: [Cl:1][C:2]1[CH:11]=[CH:10][CH:9]=[C:8]2[C:3]=1[C:4](=[O:21])[N:5]([C:14]1[CH:19]=[CH:18][CH:17]=[CH:16][C:15]=1[F:20])[C:6]([CH2:12]Cl)=[N:7]2.[N:22]1[C:30]([NH2:31])=[C:29]2[C:25]([N:26]=[CH:27][NH:28]2)=[N:24][CH:23]=1.C([O-])([O-])=O.[K+].[K+]>CN(C=O)C>[NH2:31][C:30]1[N:22]=[CH:23][N:24]=[C:25]2[C:29]=1[N:28]=[CH:27][N:26]2[CH2:12][C:6]1[N:5]([C:14]2[CH:19]=[CH:18][CH:17]=[CH:16][C:15]=2[F:20])[C:4](=[O:21])[C:3]2[C:8](=[CH:9][CH:10]=[CH:11][C:2]=2[Cl:1])[N:7]=1 |f:2.3.4|. Procedure details: Prepared according to Procedure C using Intermediate 2k (210 mg, 0.650 mmol), adenine (97 mg, 0.715 mmol), K2CO3 (99 mg, 0.715 mmol), and DMF (4 mL). The crude product was recrystallized from EtOH to provide 137 mg of a tan solid (50%), mp 295.6-295.8° C. (decomposes). 1H NMR (DMSO-d6) δ: 8.05 (s, 1H); 8.04 (s, 1H); 7.75 (t, J=7.6 Hz, 1H); 7.74 (t, J=7.9 Hz, 1H); 7.62-7.69 (m, 1H); 7.61 (d, J=7.6 Hz, 1H); 7.47-7.55 (m, 1H); 7.48 (d, J=7.8 Hz, 1H); 7.41 (d, J=8.0 Hz, 1H); 7.24 (br s, 2H); 5.19 (d... The reactants are CC(C)(CC#N)Cc1ccc(N2CC(=O)NS2(=O)=O)c(OCc2ccccc2)c1, CCOC(C)=O, [OH-], [OH-], [Pd+2]. The product is CC(C)(CC#N)Cc1ccc(N2CC(=O)NS2(=O)=O)c(O)c1. RXN SMILES: [CH2:1]([c:2]1[cH:3][cH:4][cH:5][cH:6][cH:7]1)[O:8][c:9]1[cH:10][c:11]([CH2:23][C:24]([CH2:25][C:26]#[N:27])([CH3:28])[CH3:29])[cH:12][cH:13][c:14]1[N:15]1[S:16](=[O:21])(=[O:22])[NH:17][C:18](=[O:20])[CH2:19]1.[CH3:30][CH2:31][O:32][C:33]([CH3:34])=[O:35].[OH-:36].[OH-:37].[Pd+2:38]>>[OH:8][c:9]1[cH:10][c:11]([CH2:23][C:24]([CH2:25][C:26]#[N:27])([CH3:28])[CH3:29])[cH:12][cH:13][c:14]1[N:15]1[S:16](=[O:21])(=[O:22])[NH:17][C:18](=[O:20])[CH2:19]1.